This data is from the Open Reaction Database (ORD), a public repository of structured organic reaction records. The task is: describe an organic reaction: reactants, conditions, products, and yield Yield: 73.0%. The product is ClC=1C(=NC(=CC1)C(=O)OC)C(=O)OC (Dimethyl 3-Chloro-2,6-pyridinedicarboxylate). Reported procedure: Example 2 was repeated, except that the 2,3-dichloro-5-(methoxymethyl)pyridine was replaced by the same molar amount of methyl 2,3-dichloro-5-pyridinecarboxylate. After a reaction time of 6 hours at a bath temperature of 160° C., 1.20 g (73 percent) of a yellow product was obtained. Other data concerning the product was: Starting materials: ClC1=NC=C(C=C1Cl)COC (2,3-dichloro-5-(methoxymethyl)pyridine), ClC1=NC=C(C=C1Cl)C(=O)OC (methyl 2,3-dichloro-5-pyridinecarboxylate). Reaction SMILES: Cl[C:2]1[C:7]([Cl:8])=[CH:6][C:5](COC)=[CH:4][N:3]=1.ClC1C(Cl)=CC([C:20]([O:22][CH3:23])=[O:21])=CN=1>>[Cl:8][C:7]1[C:2]([C:20]([O:22][CH3:23])=[O:21])=[N:3][C:4]([C:20]([O:22][CH3:23])=[O:21])=[CH:5][CH:6]=1.